Dataset: the Open Reaction Database (ORD), a public repository of structured organic reaction records. Task: describe an organic reaction: reactants, conditions, products, and yield Starting materials: N#CCCl, COC(=O)c1cc2ccc(Cl)cc2[nH]1, [H-], [Na+], CN(C)C=O. The product is COC(=O)c1cc2ccc(Cl)cc2n1CC#N. Reaction SMILES: [Cl:17][CH2:18][C:19]#[N:20].[Cl:1][c:2]1[cH:3][cH:4][c:5]2[cH:6][c:7]([C:11](=[O:12])[O:13][CH3:14])[nH:8][c:9]2[cH:10]1.[H-:15].[Na+:16].[O:21]=[CH:22][N:23]([CH3:24])[CH3:25]>>[Cl:1][c:2]1[cH:3][cH:4][c:5]2[cH:6][c:7]([C:11](=[O:12])[O:13][CH3:14])[n:8]([CH2:18][C:19]#[N:20])[c:9]2[cH:10]1. The reactants are CCO, Cl, COC(=O)CC(CN1CCCCC1)C(=O)c1cccnc1, C1COCCO1. The product is C=C(CC(=O)OC)C(=O)c1cccnc1. RXN SMILES: [CH3:22][CH2:23][OH:24].[ClH:25].[O:1]=[C:2]([CH:3]([CH2:4][C:5](=[O:6])[O:7][CH3:8])[CH2:9][N:10]1[CH2:11][CH2:12][CH2:13][CH2:14][CH2:15]1)[c:16]1[cH:17][n:18][cH:19][cH:20][cH:21]1.[O:26]1[CH2:27][CH2:28][O:29][CH2:30][CH2:31]1>>[O:1]=[C:2]([C:3]([CH2:4][C:5](=[O:6])[O:7][CH3:8])=[CH2:9])[c:16]1[cH:17][n:18][cH:19][cH:20][cH:21]1. The reactants are CCOC(=O)CBr, C1CCOC1, COc1cccc(C2=CCc3ccccc32)c1. Product: CCOC(=O)CC1C=C(c2cccc(OC)c2)c2ccccc21. As a reaction SMILES: [Br:18][CH2:19][C:20](=[O:21])[O:22][CH2:23][CH3:24].[CH2:25]1[O:26][CH2:27][CH2:28][CH2:29]1.[CH3:1][O:2][c:3]1[cH:4][c:5]([C:9]2=[CH:10][CH2:11][c:12]3[cH:13][cH:14][cH:15][cH:16][c:17]32)[cH:6][cH:7][cH:8]1>>[CH3:1][O:2][c:3]1[cH:4][c:5]([C:9]2=[CH:10][CH:11]([CH2:19][C:20](=[O:21])[O:22][CH2:23][CH3:24])[c:12]3[cH:13][cH:14][cH:15][cH:16][c:17]32)[cH:6][cH:7][cH:8]1. The reactants are N1=C(C=NC=C1)C1=C(C=CC=C1)NC(OC(C)(C)C)=O (tert-butyl 2-(2-pyrazinyl)phenylcarbamate), C1(=CC=CC=C1)OC (anisole), FC(C(=O)O)(F)F (trifluoroacetic acid). The solvent is ClCCl (dichloromethane). Run at time 4 hour. Product: N1=C(C=NC=C1)C1=C(N)C=CC=C1 (2-(2-pyrazinyl)aniline). Isolated yield 104.6%. Reaction SMILES: [N:1]1[CH:6]=[CH:5][N:4]=[CH:3][C:2]=1[C:7]1[CH:12]=[CH:11][CH:10]=[CH:9][C:8]=1[NH:13]C(=O)OC(C)(C)C.C1(OC)C=CC=CC=1.FC(F)(F)C(O)=O>ClCCl>[N:1]1[CH:6]=[CH:5][N:4]=[CH:3][C:2]=1[C:7]1[CH:12]=[CH:11][CH:10]=[CH:9][C:8]=1[NH2:13]. Procedure: To tert-butyl 2-(2-pyrazinyl)phenylcarbamate (0.62 g, 2.29 mmol), dichloromethane (10 mL), and anisole (1 mL) was added trifluoroacetic acid (10 mL). The reaction mixture was stirred at room temperature under a nitrogen atmosphere for 4 h and allowed to stand at room temperature overnight. The reaction mixture was concentrated in vacuo to give 0.41 g of 2-(2-pyrazinyl)aniline, which was coupled with CMI (0.20 g, 1.3 mmol), under conditions described in the general procedure for CMI couplings, to... Reactants: Cc1cc(=O)n(-c2ccc([N+](=O)[O-])c(C)c2)[nH]1, [H][H], C1CCOC1. Yields the product Cc1cc(=O)n(-c2ccc(N)c(C)c2)[nH]1. As a reaction SMILES: [CH3:3][c:4]1[cH:5][c:6](=[O:19])[n:7](-[c:9]2[cH:10][c:11]([CH3:18])[c:12]([N+:15]([O-:16])=[O:17])[cH:13][cH:14]2)[nH:8]1.[H:1][H:2].[O:20]1[CH2:21][CH2:22][CH2:23][CH2:24]1>>[CH3:3][c:4]1[cH:5][c:6](=[O:19])[n:7](-[c:9]2[cH:10][c:11]([CH3:18])[c:12]([NH2:15])[cH:13][cH:14]2)[nH:8]1. The reactants are C[Si]1(OCCCC1)C (1,1-dimethyl-1-sila-2-oxacyclohexane), C(C=C)(=O)O (acrylic acid), C1(O)=CC=C(O)C=C1 (hydroquinone), S(O)(O)(=O)=O (sulfuric acid). The solvent is C1CCCCC1 (cyclohexane). Reaction conditions: temperature 100 celsius, time 6 hour. Product: C(C=C)(=O)OCCCC[Si](O[Si](CCCCOC(C=C)=O)(C)C)(C)C (1,3-bis (4-acryloxy butyl) tetramethyl disiloxane). RXN SMILES: [CH3:1][Si:2]1([CH3:8])[CH2:7][CH2:6][CH2:5][CH2:4][O:3]1.[C:9]([OH:13])(=[O:12])[CH:10]=[CH2:11].[C:14]1([CH:21]=[CH:20][C:18]([OH:19])=CC=1)O.S(=O)(=O)(O)O>C1CCCCC1>[C:9]([O:13][CH2:4][CH2:5][CH2:6][CH2:7][Si:2]([CH3:8])([CH3:1])[O:3][Si:2]([CH3:7])([CH3:1])[CH2:14][CH2:21][CH2:20][CH2:18][O:19][C:4](=[O:3])[CH:5]=[CH2:6])(=[O:12])[CH:10]=[CH2:11]. Procedure: 523.8 g. 1,1-dimethyl-1-sila-2-oxacyclohexane (4.0 moles), 304.7 g. acrylic acid (4.2 moles), 1.0 g. hydroquinone, 13.5 ml concentrated sulfuric acid, and 1200 ml cyclohexane are measured into a 3 liter reactor. The mixture is stirred during heating. The mixture is heated with steam (100° C.) and kept under dry air. Water formed during the reaction is removed continuously as the cyclohexane and water azeotrope. After 6 hrs. of heating, 31.9 ml water is collected and heating is stopped. The solut...